Dataset: the Open Reaction Database (ORD), a public repository of structured organic reaction records. Task: describe an organic reaction: reactants, conditions, products, and yield The product is NC(CC1=CC=C(C=C1)CC(C)NC1=NC=CC(=N1)N1C=2N(C(CC1)=O)CC=C(N2)C2=CC=CC=C2)C (1-(2-{2-[4-(2-Amino-propyl)-phenyl]-1-methyl -ethylamino}-pyrimidin-4-yl) -8-phenyl-1,2,3,6-tetrahydro-pyrimido[1,2-a]pyrimidin-4-one). Solvent: CO (methanol). Procedure details: Through a mixture of 1-(2-{1-methyl-2-[4-(2-nitro-propenyl)-phenyl]-ethylamino}-pyrimidin-4-yl)-8-phenyl-1,2,3,6-tetrahydro-pyrimido[1,2-a]pyrimidin-4-one (10 mg, 0.02 mmol) and palladium on carbon (cat) in methanol was bubbled hydrogen through a balloon for 17 h. The mixure was filtered through celite, concentrated and chromatographed on silica gel using 0-4% MeOH/CH2Cl2 to afford an off-white solid. M+1=496. 1NMR (CDCl3) d (3H, 1.28 ppm), d (3H, 1.79 ppm), m (1H, 1.86 ppm), m (2H, 2.22 ppm), m... Reactants: CC(CC1=CC=C(C=C1)C=C(C)[N+](=O)[O-])NC1=NC=CC(=N1)N1C=2N(C(CC1)=O)CC=C(N2)C2=CC=CC=C2 (1-(2-{1-methyl-2-[4-(2-nitro-propenyl)-phenyl]-ethylamino}-pyrimidin-4-yl)-8-phenyl-1,2,3,6-tetrahydro-pyrimido[1,2-a]pyrimidin-4-one). As a reaction SMILES: [CH3:1][CH:2]([NH:16][C:17]1[N:22]=[C:21]([N:23]2[CH2:28][CH2:27][C:26](=[O:29])[N:25]3[CH2:30][CH:31]=[C:32]([C:34]4[CH:39]=[CH:38][CH:37]=[CH:36][CH:35]=4)[N:33]=[C:24]23)[CH:20]=[CH:19][N:18]=1)[CH2:3][C:4]1[CH:9]=[CH:8][C:7]([CH:10]=[C:11]([N+:13]([O-])=O)[CH3:12])=[CH:6][CH:5]=1>[Pd].CO>[NH2:13][CH:11]([CH3:12])[CH2:10][C:7]1[CH:8]=[CH:9][C:4]([CH2:3][CH:2]([NH:16][C:17]2[N:22]=[C:21]([N:23]3[CH2:28][CH2:27][C:26](=[O:29])[N:25]4[CH2:30][CH:31]=[C:32]([C:34]5[CH:35]=[CH:36][CH:37]=[CH:38][CH:39]=5)[N:33]=[C:24]34)[CH:20]=[CH:19][N:18]=2)[CH3:1])=[CH:5][CH:6]=1. The reagents and catalysts are [Pd] (palladium on carbon). Reactants: O=[N+]([O-])c1cc(Br)ccc1F, C1COCCOCCOCCOCCO1, [Cl-], [NH4+], C1CCOC1, CCOC(=O)C(C)(O)CC. Yields the product CCOC(=O)C(C)(CC)Oc1ccc(Br)cc1[N+](=O)[O-]. As a reaction SMILES: [Br:26][c:27]1[cH:28][cH:29][c:30]([F:36])[c:31]([N+:33](=[O:34])[O-:35])[cH:32]1.[CH2:11]1[O:12][CH2:13][CH2:14][O:15][CH2:16][CH2:17][O:18][CH2:19][CH2:20][O:21][CH2:22][CH2:23][O:24][CH2:25]1.[Cl-:37].[NH4+:38].[O:39]1[CH2:40][CH2:41][CH2:42][CH2:43]1.[OH:1][C:2]([C:3](=[O:4])[O:5][CH2:6][CH3:7])([CH2:8][CH3:9])[CH3:10]>>[O:1]([C:2]([C:3](=[O:4])[O:5][CH2:6][CH3:7])([CH2:8][CH3:9])[CH3:10])[c:30]1[cH:29][cH:28][c:27]([Br:26])[cH:32][c:31]1[N+:33](=[O:34])[O-:35].